Dataset: the Open Reaction Database (ORD), a public repository of structured organic reaction records. Task: describe an organic reaction: reactants, conditions, products, and yield Starting materials: O=C1CCC(=O)N1Br, O=C(OOC(=O)c1ccccc1)c1ccccc1, ClC(Cl)(Cl)Cl, CCOC(=O)c1ccccc1C. Product: CCOC(=O)c1ccccc1CBr. Reaction SMILES: [Br:13][N:14]1[C:15](=[O:16])[CH2:17][CH2:18][C:19]1=[O:20].[C:21]([O:22][O:23][C:24](=[O:25])[c:26]1[cH:27][cH:28][cH:29][cH:30][cH:31]1)(=[O:32])[c:33]1[cH:34][cH:35][cH:36][cH:37][cH:38]1.[C:39]([Cl:40])([Cl:41])([Cl:42])[Cl:43].[c:1]1([CH3:12])[c:2]([C:7](=[O:8])[O:9][CH2:10][CH3:11])[cH:3][cH:4][cH:5][cH:6]1>>[c:1]1([CH2:12][Br:13])[c:2]([C:7](=[O:8])[O:9][CH2:10][CH3:11])[cH:3][cH:4][cH:5][cH:6]1. The reactants are ClCCl, COc1ccccc1N, O=C(Cl)c1ccc(CCl)cc1, [Na+], [OH-]. Yields the product COc1ccccc1NC(=O)c1ccc(CCl)cc1. Reaction SMILES: [CH2:23]([Cl:24])[Cl:25].[CH3:1][O:2][c:3]1[c:4]([NH2:9])[cH:5][cH:6][cH:7][cH:8]1.[Cl:12][CH2:13][c:14]1[cH:15][cH:16][c:17]([C:18](=[O:19])[Cl:20])[cH:21][cH:22]1.[Na+:11].[OH-:10]>>[CH3:1][O:2][c:3]1[c:4]([NH:9][C:18]([c:17]2[cH:16][cH:15][c:14]([CH2:13][Cl:12])[cH:22][cH:21]2)=[O:19])[cH:5][cH:6][cH:7][cH:8]1. Starting materials: CCc1c(-c2ccc(OCc3ccccc3)cc2)c2cc(C(C)=O)c3c(OCc4ccccc4)ccc1n23, COCCOC, CC(=O)Cl, C1CCN(CN2CCCCC2)CC1. Product: CCc1c(-c2ccc(OCc3ccccc3)cc2)c2cc(C(=O)CCN3CCCCC3)c3c(OCc4ccccc4)ccc1n23. RXN SMILES: [C:18]([CH3:19])(=[O:20])[c:21]1[cH:22][c:23]2[c:24](-[c:42]3[cH:43][cH:44][c:45]([O:48][CH2:49][c:50]4[cH:51][cH:52][cH:53][cH:54][cH:55]4)[cH:46][cH:47]3)[c:25]([CH2:40][CH3:41])[c:26]3[cH:27][cH:28][c:29]([O:32][CH2:33][c:34]4[cH:35][cH:36][cH:37][cH:38][cH:39]4)[c:30]1[n:31]23.[CH2:56]([CH2:57][O:58][CH3:59])[O:60][CH3:61].[CH3:14][C:15](=[O:16])[Cl:17].[N:1]1([CH2:7][N:8]2[CH2:9][CH2:10][CH2:11][CH2:12][CH2:13]2)[CH2:2][CH2:3][CH2:4][CH2:5][CH2:6]1>>[CH2:7]([N:8]1[CH2:9][CH2:10][CH2:11][CH2:12][CH2:13]1)[CH2:19][C:18](=[O:20])[c:21]1[cH:22][c:23]2[c:24](-[c:42]3[cH:43][cH:44][c:45]([O:48][CH2:49][c:50]4[cH:51][cH:52][cH:53][cH:54][cH:55]4)[cH:46][cH:47]3)[c:25]([CH2:40][CH3:41])[c:26]3[cH:27][cH:28][c:29]([O:32][CH2:33][c:34]4[cH:35][cH:36][cH:37][cH:38][cH:39]4)[c:30]1[n:31]23. Starting materials: CC(CC1=CC=CC=C1)N (α-methylphenethylamine), [Li] (lithium). Product: N (ammonia), NC(CC1=CCC=CC1)C (1-(2-aminopropyl)-1,4-cyclohexadiene). RXN SMILES: [CH3:1][CH:2]([NH2:10])[CH2:3][C:4]1[CH:9]=[CH:8][CH:7]=[CH:6][CH:5]=1.[Li]>>[NH3:10].[NH2:10][CH:2]([CH3:1])[CH2:3][C:4]1[CH2:9][CH:8]=[CH:7][CH2:6][CH:5]=1 |^1:10|. Reported procedure: 12 g. (0.09 moles) of α-methylphenethylamine is reduced by treatment with 4 g. of lithium in 0.5 l. of ammonia according to procedure of Example 1(a) to yield 1-(2-aminopropyl)-1,4-cyclohexadiene. Starting materials: [O-]CC.[Na+] (sodium ethoxide), ClC1=CC(=NC2=C3N=CC=CC3=CC=C12)C (4-chloro-2-methyl-[1,10]phenanthroline). The solvent is C(C)O (ethanol). The product is CC1=NC2=C3N=CC=CC3=CC=C2C(=C1)OCC (2-Methyl-4-ethoxy-[1,10]phenanthroline). Yield: 77.8%. As a reaction SMILES: [O-:1][CH2:2][CH3:3].[Na+].Cl[C:6]1[C:19]2[C:10](=[C:11]3[C:16](=[CH:17][CH:18]=2)[CH:15]=[CH:14][CH:13]=[N:12]3)[N:9]=[C:8]([CH3:20])[CH:7]=1>C(O)C>[CH3:20][C:8]1[CH:7]=[C:6]([O:1][CH2:2][CH3:3])[C:19]2[C:10](=[C:11]3[C:16](=[CH:17][CH:18]=2)[CH:15]=[CH:14][CH:13]=[N:12]3)[N:9]=1 |f:0.1|. Procedure details: Solid sodium ethoxide (2.97 g, 48.0 mmol) was added to a 100 mL round-bottomed flask containing a solution of 4-chloro-2-methyl-[1,10]phenanthroline (1.10 g, 4.8 mmol) in ethanol (50 mL). The reaction mixture was refluxed for 18 hours. The solvent was removed in a rotary evaporator and the residue was treated with methylene choride (100 mL) and saturated NaHCO3 (100 mL) and transferred to a separatory funnel. The organic layer was washed with brine (100 mL), dried (Na2SO4), filtered and concentr...